The task is: describe an organic reaction: reactants, conditions, products, and yield. This data is from the Open Reaction Database (ORD), a public repository of structured organic reaction records. The reactants are N1(CCOCC1)CC1=CC(=C(C(=O)O)C=C1C(F)(F)F)OCC1=CC=CC=C1 (4-(4-morpholinylmethyl)-2-[(phenylmethyl)oxy]-5-(trifluoromethyl)benzoic acid), C(C)(C)N(CC)C(C)C (diisopropylethylamine), NC=1C=NC=CC1 (3-aminopyridine), ON1N=NC2=C1N=CC=C2 (1-hydroxy-7-azabenzotriazole), C(CCl)Cl (EDC). Solvent: CN(C=O)C (N,N-dimethylformamide). Conditions: time 2 hour. The product is C(C1=CC=CC=C1)OC1=C(C(=O)NC=2C=NC=CC2)C=C(C(=C1)CN1CCOCC1)C(F)(F)F (2-(Benzyloxy)-4-(morpholinomethyl)-N-(pyridin-3-yl)-5-(trifluoromethyl)benzamide). Reaction SMILES: [N:1]1([CH2:7][C:8]2[C:16]([C:17]([F:20])([F:19])[F:18])=[CH:15][C:11]([C:12](O)=[O:13])=[C:10]([O:21][CH2:22][C:23]3[CH:28]=[CH:27][CH:26]=[CH:25][CH:24]=3)[CH:9]=2)[CH2:6][CH2:5][O:4][CH2:3][CH2:2]1.C(N(C(C)C)CC)(C)C.[NH2:38][C:39]1[CH:40]=[N:41][CH:42]=[CH:43][CH:44]=1.ON1C2N=CC=CC=2N=N1.C(Cl)CCl>CN(C)C=O>[CH2:22]([O:21][C:10]1[CH:9]=[C:8]([CH2:7][N:1]2[CH2:6][CH2:5][O:4][CH2:3][CH2:2]2)[C:16]([C:17]([F:20])([F:19])[F:18])=[CH:15][C:11]=1[C:12]([NH:38][C:39]1[CH:40]=[N:41][CH:42]=[CH:43][CH:44]=1)=[O:13])[C:23]1[CH:28]=[CH:27][CH:26]=[CH:25][CH:24]=1. Procedure details: To a solution of 4-(4-morpholinylmethyl)-2-[(phenylmethyl)oxy]-5-(trifluoromethyl)benzoic acid (may be prepared as described in Description 50; 120 mg, 0.30 mmol) in N,N-dimethylformamide (5 ml) was added diisopropylethylamine (0.11 ml, 0.61 mmol), 3-aminopyridine (42.8 mg, 0.46 mmol), 1-hydroxy-7-azabenzotriazole (53.7 mg, 0.40 mmol) and EDC (116 mg, 0.61 mmol). The solution was stirred for 2 hours, then the solvent was removed in vacuo. The yellow residue was purified by MDAP to give the title... As a reaction SMILES: [OH:1][C:2]1[CH:3]=[C:4]([C:11]([F:14])([F:13])[F:12])[CH:5]=[C:6]([N+:8]([O-:10])=[O:9])[CH:7]=1.O[C@H:16]1[CH2:20][CH2:19][O:18][CH2:17]1.C1C=CC(P(C2C=CC=CC=2)C2C=CC=CC=2)=CC=1.CC(OC(/N=N/C(OC(C)C)=O)=O)C>C1COCC1>[N+:8]([C:6]1[CH:7]=[C:2]([CH:3]=[C:4]([C:11]([F:12])([F:13])[F:14])[CH:5]=1)[O:1][CH:16]1[CH2:20][CH2:19][O:18][CH2:17]1)([O-:10])=[O:9]. Solvent: C1CCOC1 (THF), C1CCOC1 (THF). The product is [N+](=O)([O-])C=1C=C(OC2COCC2)C=C(C1)C(F)(F)F (3-(3-nitro-5-trifluoromethyl-phenoxy)-tetrahydro-furan). Starting materials: CC(C)OC(=O)/N=N/C(=O)OC(C)C (DIAD), OC=1C=C(C=C(C1)[N+](=O)[O-])C(F)(F)F (3-Hydroxy-5-nitrobenzotrifluoride), O[C@@H]1COCC1 ((S)-3-hydroxytetrahydrofuran), C1=CC=C(C=C1)P(C2=CC=CC=C2)C3=CC=CC=C3 (PPh3). Procedure: 3-Hydroxy-5-nitrobenzotrifluoride (5 g, 24.1 mmol, 1 eq), (S)-3-hydroxytetrahydrofuran (1.9 mL, 24.1 mmol, 1 eq), PPh3 (6.3 g, 24.1 mmol, 1 eq) were dissolved in 43 mL of THF. The solution was cooled to −20° C. DIAD (4.8 mL, 24.6 mmol, 1.02 eq) was added in 22 mL of THF over the course of 2 h while the temperature was maintained between −10 and −20° C. After the addition was complete the reaction was stirred for 3 days at RT. The solvent was removed in vacuo. The residue was stirred with ˜250 mL... Conditions: temperature -20 celsius, time 3 day. Reactants: Cc1ccc(C)c(N2CCN(C(=O)C3CNC(=O)N3c3ccccc3)CC2)c1, O=S(=O)(Cl)c1cccc(C(F)(F)F)c1, [H-], [Na+]. Product: Cc1ccc(C)c(N2CCN(C(=O)C3CN(S(=O)(=O)c4cccc(C(F)(F)F)c4)C(=O)N3c3ccccc3)CC2)c1. Reaction SMILES: [CH3:1][c:2]1[c:3]([N:9]2[CH2:10][CH2:11][N:12]([C:15](=[O:16])[CH:17]3[CH2:18][NH:19][C:20](=[O:28])[N:21]3[c:22]3[cH:23][cH:24][cH:25][cH:26][cH:27]3)[CH2:13][CH2:14]2)[cH:4][c:5]([CH3:8])[cH:6][cH:7]1.[F:31][C:32]([c:33]1[cH:34][c:35]([S:39](=[O:40])(=[O:41])[Cl:42])[cH:36][cH:37][cH:38]1)([F:43])[F:44].[H-:29].[Na+:30]>>[CH3:1][c:2]1[c:3]([N:9]2[CH2:10][CH2:11][N:12]([C:15](=[O:16])[CH:17]3[CH2:18][N:19]([S:39]([c:35]4[cH:34][c:33]([C:32]([F:31])([F:43])[F:44])[cH:38][cH:37][cH:36]4)(=[O:40])=[O:41])[C:20](=[O:28])[N:21]3[c:22]3[cH:23][cH:24][cH:25][cH:26][cH:27]3)[CH2:13][CH2:14]2)[cH:4][c:5]([CH3:8])[cH:6][cH:7]1. Starting materials: peptide, N([C@@H](C)C(=O)N[C@@H](CC1=CC=CC=C1)C(=O)OC)C(=O)OCC1=CC=CC=C1 (CBZ-Ala-Phe-OMe), C=1C=CC2=C(C1)N=NN2O (HOBT), C=1C=CC2=C(C1)N=NN2O (HOBT), N[C@@H](CC1=CC=CC=C1)C(=O)OC.Cl (Phe-OMe.HCl), N([C@@H](C)C(=O)O)C(=O)OCC1=CC=CC=C1 (N-CBZ-Ala), N[C@@H](CC1=CC=CC=C1)C(=O)OC.Cl (Phe-OMe.HCl), N([C@@H]([C@@H](C)CC)C(=O)O)C(=O)OC(C)(C)C (BOC-Ile). Run in C1CCOC1 (THF), CN(C)C=O (DMF), CN(C)C=O (DMF), C1CCOC1 (THF). Yields the product N([C@@H]([C@@H](C)CC)C(=O)N[C@@H](CC1=CC=CC=C1)C(=O)OC)C(=O)OC(C)(C)C (BOC-Ile-Phe-OMe). Isolated yield 85.0%. RXN SMILES: N(C(OCC1C=CC=CC=1)=O)[C@H](C(O)=O)C.[NH2:17][C@H:18]([C:26]([O:28][CH3:29])=[O:27])[CH2:19][C:20]1[CH:25]=[CH:24][CH:23]=[CH:22][CH:21]=1.Cl.C1C=CC2N(O)N=NC=2C=1.N(C(OCC1C=CC=CC=1)=O)[C@H](C(N[C@H](C(OC)=O)CC1C=CC=CC=1)=O)C.[NH:69]([C:78]([O:80][C:81]([CH3:84])([CH3:83])[CH3:82])=[O:79])[C@H:70]([C:75](O)=[O:76])[C@H:71]([CH2:73][CH3:74])[CH3:72]>C1COCC1.CN(C=O)C>[NH:69]([C:78]([O:80][C:81]([CH3:83])([CH3:82])[CH3:84])=[O:79])[C@H:70]([C:75]([NH:17][C@H:18]([C:26]([O:28][CH3:29])=[O:27])[CH2:19][C:20]1[CH:25]=[CH:24][CH:23]=[CH:22][CH:21]=1)=[O:76])[C@H:71]([CH2:73][CH3:74])[CH3:72] |f:1.2|. Procedure: Having shown the removability of 1 and its derivatives from organic solvents, we next demonstrate its effectiveness as a peptide coupling reagent and general dehydrating agent. Coupling CBZ-Ala (10) and Phe-OMe.HCl in THF with HOBT and 1 afforded CBZ-Ala-Phe-OMe (21) in 84% yield. Using DMF as the solvent, the yield increased to 93%. The more hindered coupling of BOC-Ile (26) and Phe-OMe.HCl with HOBT and 1 produced yields of 82% and 85% of BOC-Ile-Phe-OMe (26) in THF and DMF, respectively. In a... Starting materials: C(=NC1CCCCC1)=NC1CCCCC1, ClCCl, COc1cccc2c1C(=O)c1c(O)c3c(c(O)c1C2=O)CC(O)(C(=O)COC1(OCC(=O)O)CCCCC1)CC3OC1CC2C(OC3C(OC)OCCN23)C(C)O1, O=C1CCC(=O)N1O. Yields the product COc1cccc2c1C(=O)c1c(O)c3c(c(O)c1C2=O)CC(O)(C(=O)COC1(OCC(=O)ON2C(=O)CCC2=O)CCCCC1)CC3OC1CC2C(OC3C(OC)OCCN23)C(C)O1. RXN SMILES: [CH:66]1([N:67]=[C:68]=[N:69][CH:70]2[CH2:71][CH2:72][CH2:73][CH2:74][CH2:75]2)[CH2:76][CH2:77][CH2:78][CH2:79][CH2:80]1.[Cl:81][CH2:82][Cl:83].[O:1]=[C:2]([CH2:3][O:4][C:5]1([O:11][CH2:12][C:13](=[O:14])[OH:15])[CH2:6][CH2:7][CH2:8][CH2:9][CH2:10]1)[C:16]1([OH:57])[CH2:17][c:18]2[c:19]([OH:56])[c:20]3[c:29]([c:30]([OH:51])[c:31]2[CH:32]([O:34][CH:35]2[CH2:36][CH:37]4[CH:38]([O:39][CH:40]5[CH:41]([O:46][CH3:47])[O:42][CH2:43][CH2:44][N:45]45)[CH:48]([CH3:50])[O:49]2)[CH2:33]1)[C:28](=[O:52])[c:27]1[c:22]([cH:23][cH:24][cH:25][c:26]1[O:53][CH3:54])[C:21]3=[O:55].[OH:58][N:59]1[C:60](=[O:65])[CH2:61][CH2:62][C:63]1=[O:64]>>[O:1]=[C:2]([CH2:3][O:4][C:5]1([O:11][CH2:12][C:13](=[O:14])[O:15][N:59]2[C:60](=[O:65])[CH2:61][CH2:62][C:63]2=[O:64])[CH2:6][CH2:7][CH2:8][CH2:9][CH2:10]1)[C:16]1([OH:57])[CH2:17][c:18]2[c:19]([OH:56])[c:20]3[c:29]([c:30]([OH:51])[c:31]2[CH:32]([O:34][CH:35]2[CH2:36][CH:37]4[CH:38]([O:39][CH:40]5[CH:41]([O:46][CH3:47])[O:42][CH2:43][CH2:44][N:45]45)[CH:48]([CH3:50])[O:49]2)[CH2:33]1)[C:28](=[O:52])[c:27]1[c:22]([cH:23][cH:24][cH:25][c:26]1[O:53][CH3:54])[C:21]3=[O:55]. Reactants: N(=NC(=O)N1CCCCC1)C(=O)N1CCCCC1 (1,1′-(Azodicarbonyl)dipiperidine), C(CCC)OC=1NC(=C2N=C(N=C2N1)OC)N (2-(Butyloxy)-8-(methyloxy)-1H-purin-6-amine), C(C)N1CCC(CC1)CO ((1-ethyl-4-piperidinyl)methanol), C(CCC)P(CCCC)CCCC (tributylphosphine). Solvent: C1CCOC1 (THF). Run at time 8 hour. The product is C(CCC)OC1=NC(=C2N=C(N(C2=N1)CC1CCN(CC1)CC)OC)N (2-(Butyloxy)-9-[(1-ethyl-4-piperidinyl)methyl]-8-(methyloxy)-9H-purin-6-amine). Isolated yield 13.1%. As a reaction SMILES: [CH2:1]([O:5][C:6]1[NH:7][C:8]([NH2:17])=[C:9]2[C:13]([N:14]=1)=[N:12][C:11]([O:15][CH3:16])=[N:10]2)[CH2:2][CH2:3][CH3:4].[CH2:18]([N:20]1[CH2:25][CH2:24][CH:23]([CH2:26]O)[CH2:22][CH2:21]1)[CH3:19].C(P(CCCC)CCCC)CCC.N(C(N1CCCCC1)=O)=NC(N1CCCCC1)=O>C1COCC1>[CH2:1]([O:5][C:6]1[N:14]=[C:13]2[C:9]([N:10]=[C:11]([O:15][CH3:16])[N:12]2[CH2:26][CH:23]2[CH2:24][CH2:25][N:20]([CH2:18][CH3:19])[CH2:21][CH2:22]2)=[C:8]([NH2:17])[N:7]=1)[CH2:2][CH2:3][CH3:4]. Procedure: 2-(Butyloxy)-8-(methyloxy)-1H-purin-6-amine (300 mg, 1.264 mmol), (1-ethyl-4-piperidinyl)methanol (362 mg, 2.53 mmol) and tributylphosphine (0.624 ml, 2.53 mmol) were dissolved in THF (12 ml). 1,1′-(Azodicarbonyl)dipiperidine (638 mg, 2.53 mmol) was added and the reaction mixture stirred at rt overnight. The solvent was removed in vacuo and the residue purified by column chromatography, loading in dichloromethane and purified on Flashmaster II silica (Si) 20 g using a 0-100% ethyl acetate in cyc... Starting materials: COCCBr, O=C([O-])[O-], CCOC(=O)c1[nH]c2ccncc2c1Nc1ccc(I)cc1F, [I-], [K+], [K+], [Na+], CN(C)C=O, O. The product is CCOC(=O)c1c(Nc2ccc(I)cc2F)c2cnccc2n1CCOC. RXN SMILES: [Br:32][CH2:33][CH2:34][O:35][CH3:36].[C:24](=[O:25])([O-:26])[O-:27].[CH2:1]([CH3:2])[O:3][C:4](=[O:5])[c:6]1[c:7]([NH:15][c:16]2[c:17]([F:23])[cH:18][c:19]([I:22])[cH:20][cH:21]2)[c:8]2[cH:9][n:10][cH:11][cH:12][c:13]2[nH:14]1.[I-:31].[K+:28].[K+:29].[Na+:30].[O:37]=[CH:38][N:39]([CH3:40])[CH3:41].[OH2:42]>>[CH2:1]([CH3:2])[O:3][C:4](=[O:5])[c:6]1[c:7]([NH:15][c:16]2[c:17]([F:23])[cH:18][c:19]([I:22])[cH:20][cH:21]2)[c:8]2[cH:9][n:10][cH:11][cH:12][c:13]2[n:14]1[CH2:33][CH2:34][O:35][CH3:36]. The reactants are OCC(CO)(CO)CO (pentaerythritol), ( a ), C(CCCCCCC)(=O)O (caprylic acid), [PH2](=O)O (hypophosphorous acid). Solvent: O (water), O (water). Run at temperature 190 celsius. Yields the product C(CCCCCCC)(=O)OCC(COC(CCCCCCC)=O)(COC(CCCCCCC)=O)COC(CCCCCCC)=O (PENTAERYTHRITOL TETRACAPRYLATE). As a reaction SMILES: [OH:1][CH2:2][C:3]([CH2:8][OH:9])([CH2:6][OH:7])[CH2:4][OH:5].[C:10]([OH:19])(=O)[CH2:11][CH2:12][CH2:13][CH2:14][CH2:15][CH2:16][CH3:17].[PH2](O)=O>O>[C:10]([O:1][CH2:2][C:3]([CH2:8][O:9][C:10](=[O:19])[CH2:11][CH2:12][CH2:13][CH2:14][CH2:15][CH2:16][CH3:17])([CH2:6][O:7][C:10](=[O:19])[CH2:11][CH2:12][CH2:13][CH2:14][CH2:15][CH2:16][CH3:17])[CH2:4][O:5][C:10](=[O:19])[CH2:11][CH2:12][CH2:13][CH2:14][CH2:15][CH2:16][CH3:17])(=[O:19])[CH2:11][CH2:12][CH2:13][CH2:14][CH2:15][CH2:16][CH3:17]. Reported procedure: 526 g (1.7 moles) of the POE(4) pentaerythritol prepared in (a) above was charged to a flask for esterification having standard apparatus for agitation, heating and distillation. Agitation and a dry nitrogen sparge were started, and 1074 g (7.4 moles) of caprylic acid (alkyl chain 98% minimum C8 acid value 388 mg KOH/g) and 0.8 g of hypophosphorous acid solution (50%) were added. The contents were heated to 180° C. with the removal of the water of esterification by distillation and held at 180°-... Reactants: Cl, [Na+], [OH-], CCOC(=O)c1ccn(-c2ccccc2)c1. Yields the product O=C(O)c1ccn(-c2ccccc2)c1. As a reaction SMILES: [ClH:19].[Na+:18].[OH-:17].[c:1]1(-[n:7]2[cH:8][c:9]([C:12](=[O:13])[O:14][CH2:15][CH3:16])[cH:10][cH:11]2)[cH:2][cH:3][cH:4][cH:5][cH:6]1>>[c:1]1(-[n:7]2[cH:8][c:9]([C:12](=[O:13])[OH:14])[cH:10][cH:11]2)[cH:2][cH:3][cH:4][cH:5][cH:6]1. The reactants are BrC=1C(N(C(N(N1)C)=O)C)=O (6-bromo-2,4-dimethyl-2H-[1,2,4]triazine-3,5-dione), C(C1=CC=CC=C1)C1CCNCC1 (4-benzyl-piperidine). Yields the product C(CCC)O (n-butanol), C(C1=CC=CC=C1)C1CCN(CC1)C=1C(N(C(N(N1)C)=O)C)=O (6-(4-benzyl-piperidin-1-yl)-2,4-dimethyl-2H-[1,2,4]triazine-3,5-dione). Yield: 93.0%. As a reaction SMILES: Br[C:2]1[C:3](=[O:11])[N:4]([CH3:10])[C:5](=[O:9])[N:6]([CH3:8])[N:7]=1.[CH2:12]([CH:19]1[CH2:24][CH2:23][NH:22][CH2:21][CH2:20]1)[C:13]1[CH:18]=[CH:17][CH:16]=[CH:15][CH:14]=1>>[CH2:3]([OH:11])[CH2:2][CH2:12][CH3:13].[CH2:12]([CH:19]1[CH2:24][CH2:23][N:22]([C:2]2[C:3](=[O:11])[N:4]([CH3:10])[C:5](=[O:9])[N:6]([CH3:8])[N:7]=2)[CH2:21][CH2:20]1)[C:13]1[CH:18]=[CH:17][CH:16]=[CH:15][CH:14]=1. Procedure details: The compound 10 (oil) is prepared from the triazine 1b and from 4-benzyl-piperidine according to the synthesis method 1 in n-butanol (yield: 93%).